This data is from the Open Reaction Database (ORD), a public repository of structured organic reaction records. The task is: describe an organic reaction: reactants, conditions, products, and yield Reactants: CN(C=C(C(=O)C1=CC=C(C=C1)F)C1=NC(=NC=C1)SC)C (3-(Dimethylamino)-1-(4-fluorophenyl)-2-[2-(methylsulfanyl)pyrimidin-4-yl]prop-2-en-1-one), O=C(CC(=O)N)C (3-oxobutyramide). The product is FC1=CC=C(C=C1)C1=C(C=C(C(=N1)O)C(C)=O)C1=NC(=NC=C1)SC (1-[6-(4-Fluorophenyl)-2-hydroxy-5-(2-methylsulfanylpyrimidin-4-yl)pyridin-3-yl]ethanone). Reaction SMILES: CN(C)[CH:3]=[C:4]([C:14]1[CH:19]=[CH:18][N:17]=[C:16]([S:20][CH3:21])[N:15]=1)[C:5]([C:7]1[CH:12]=[CH:11][C:10]([F:13])=[CH:9][CH:8]=1)=O.[O:23]=[C:24]([CH3:29])[CH2:25][C:26]([NH2:28])=[O:27]>>[F:13][C:10]1[CH:9]=[CH:8][C:7]([C:5]2[N:28]=[C:26]([OH:27])[C:25]([C:24](=[O:23])[CH3:29])=[CH:3][C:4]=2[C:14]2[CH:19]=[CH:18][N:17]=[C:16]([S:20][CH3:21])[N:15]=2)=[CH:12][CH:11]=1. Procedure: Following a similar procedure to that described in reference example 10, but starting from 3-(dimethylamino)-1-(4-fluorophenyl)-2-[2-(methylsulfanyl)pyrimidin-4-yl]prop-2-en-1-one (obtained in reference example 20) and 3-oxobutyramide, the title compound was obtained. The reactants are O=C([O-])[O-], COC(=O)c1cccc(OC(C)=O)c1NC(C)=O, CO, [K+], [K+]. Product: COC(=O)c1cccc(O)c1NC(C)=O. As a reaction SMILES: [C:19](=[O:20])([O-:21])[O-:22].[C:1]([CH3:2])(=[O:3])[NH:4][c:5]1[c:6]([C:7](=[O:8])[O:9][CH3:10])[cH:11][cH:12][cH:13][c:14]1[O:15][C:16](=[O:17])[CH3:18].[CH3:25][OH:26].[K+:23].[K+:24]>>[C:1]([CH3:2])(=[O:3])[NH:4][c:5]1[c:6]([C:7](=[O:8])[O:9][CH3:10])[cH:11][cH:12][cH:13][c:14]1[OH:15].